From a dataset of the Open Reaction Database (ORD), a public repository of structured organic reaction records. describe an organic reaction: reactants, conditions, products, and yield The reactants are ClC(=O)OCC (ethyl chloroformate), CCN(C(C)C)C(C)C (DIPEA), COC(\C=C\C=1C=C2C(CC3(CN(C3)C(=O)OC(C)(C)C)OC2=CC1)=O)=O ((E)-3-[1′-tert-butoxycarbonyl-4-oxo-spiro(chromane-2,3′-azetidine)-6-yl]-acrylic acid methyl ester). Run in C(Cl)Cl (DCM). The product is COC(\C=C\C=1C=C2C(CC3(CN(C3)C(=O)OCC)OC2=CC1)=O)=O ((E)-3-[1′-ethyloxycarbonyl-4-oxo-spiro(chromane-2,3′-azetidine)-6-yl]-acrylic acid methyl ester). The yield is 99.7%. Reaction SMILES: [CH3:1][O:2][C:3](=[O:27])/[CH:4]=[CH:5]/[C:6]1[CH:7]=[C:8]2[C:23](=[CH:24][CH:25]=1)[O:22][C:11]1([CH2:14][N:13]([C:15]([O:17][C:18](C)(C)[CH3:19])=[O:16])[CH2:12]1)[CH2:10][C:9]2=[O:26].ClC(OCC)=O.CCN(C(C)C)C(C)C>C(Cl)Cl>[CH3:1][O:2][C:3](=[O:27])/[CH:4]=[CH:5]/[C:6]1[CH:7]=[C:8]2[C:23](=[CH:24][CH:25]=1)[O:22][C:11]1([CH2:14][N:13]([C:15]([O:17][CH2:18][CH3:19])=[O:16])[CH2:12]1)[CH2:10][C:9]2=[O:26]. Procedure: A suspension of Intermediate 4 (280 mg, 0.90 mmol) in DCM (7.5 ml) was treated with ethyl chloroformate (0.13 ml, 1.4 mmol) and DIPEA (0.32 ml, 1.8 mmol) as described in Example 36, Step A, giving (E)-3-[1′-ethyloxycarbonyl-4-oxo-spiro(chromane-2,3′-azetidine)-6-yl]-acrylic acid methyl ester as a light brown solid (310 mg). Reactants: CC(C)O, Cl, NCCCN1CCC(C2(c3ccc(F)cc3)OCCO2)CC1. The product is NCCCN1CCC(C(=O)c2ccc(F)cc2)CC1. Reaction SMILES: [CH:24]([OH:25])([CH3:26])[CH3:27].[ClH:1].[NH2:2][CH2:3][CH2:4][CH2:5][N:6]1[CH2:7][CH2:8][CH:9]([C:12]2([c:17]3[cH:18][cH:19][c:20]([F:23])[cH:21][cH:22]3)[O:13][CH2:16][CH2:15][O:14]2)[CH2:10][CH2:11]1>>[NH2:2][CH2:3][CH2:4][CH2:5][N:6]1[CH2:7][CH2:8][CH:9]([C:12](=[O:13])[c:17]2[cH:18][cH:19][c:20]([F:23])[cH:21][cH:22]2)[CH2:10][CH2:11]1. Reactants: O=C(OCc1ccc(CO)cc1COC(=O)c1ccccc1)c1ccccc1, BrC(Br)(Br)Br, ClCCl, O, c1ccc(P(c2ccccc2)c2ccccc2)cc1. Yields the product O=C(OCc1ccc(CBr)cc1COC(=O)c1ccccc1)c1ccccc1. As a reaction SMILES: [C:1]([c:2]1[cH:3][cH:4][cH:5][cH:6][cH:7]1)(=[O:8])[O:9][CH2:10][c:11]1[c:12]([CH2:19][O:20][C:21]([c:22]2[cH:23][cH:24][cH:25][cH:26][cH:27]2)=[O:28])[cH:13][c:14]([CH2:17][OH:18])[cH:15][cH:16]1.[C:29]([Br:30])([Br:31])([Br:32])[Br:33].[Cl:54][CH2:55][Cl:56].[OH2:53].[c:34]1([P:35]([c:36]2[cH:37][cH:38][cH:39][cH:40][cH:41]2)[c:42]2[cH:43][cH:44][cH:45][cH:46][cH:47]2)[cH:48][cH:49][cH:50][cH:51][cH:52]1>>[C:1]([c:2]1[cH:3][cH:4][cH:5][cH:6][cH:7]1)(=[O:8])[O:9][CH2:10][c:11]1[c:12]([CH2:19][O:20][C:21]([c:22]2[cH:23][cH:24][cH:25][cH:26][cH:27]2)=[O:28])[cH:13][c:14]([CH2:29][Br:30])[cH:15][cH:16]1. The reactants are C(C)(C)(C)SC(C)(C)C (di-t-butyl sulfide), Cl (hydrochloric acid). The reagents and catalysts are [Cl-].[Zn+2].[Cl-] (zinc chloride). Run in CS(=O)C (dimethyl sulfoxide). Yields the product C(C)(C)(C)SSC(C)(C)C (di-t-butyl disulfide). The yield is 42.0%. As a reaction SMILES: C([S:5][C:6]([CH3:9])([CH3:8])[CH3:7])(C)(C)C.Cl>[Cl-].[Zn+2].[Cl-].CS(C)=O>[C:6]([S:5][S:5][C:6]([CH3:7])([CH3:8])[CH3:9])([CH3:7])([CH3:8])[CH3:9] |f:2.3.4|. Procedure details: When a mixture of 10 ml of di-t-butyl sulfide and 2.5 ml of dimethyl sulfoxide was heated at 300° F. (149° C.) for about 40 minutes in the presence of catalytic amounts of hydrochloric acid and zinc chloride a 42 percent yield of di-t-butyl disulfide was obtained, as indicated by gas-liquid chromatography. Reactants: Br, CC(=O)O, COc1nsc(-c2ccccc2)c1C#N. The product is N#Cc1c(O)nsc1-c1ccccc1. Reaction SMILES: [BrH:16].[CH3:17][C:18](=[O:19])[OH:20].[CH3:1][O:2][c:3]1[n:4][s:5][c:6](-[c:10]2[cH:11][cH:12][cH:13][cH:14][cH:15]2)[c:7]1[C:8]#[N:9]>>[OH:2][c:3]1[n:4][s:5][c:6](-[c:10]2[cH:11][cH:12][cH:13][cH:14][cH:15]2)[c:7]1[C:8]#[N:9]. Starting materials: COC(=O)C(N)CCCCNC(=O)c1ccccc1, CN=C=S, CCO, CC(C)O, N. Product: CN1C(=O)C(CCCCNC(=O)c2ccccc2)NC1=S. RXN SMILES: [CH3:1][O:2][C:3]([CH:4]([NH2:5])[CH2:6][CH2:7][CH2:8][CH2:9][NH:10][C:11]([c:12]1[cH:13][cH:14][cH:15][cH:16][cH:17]1)=[O:18])=[O:19].[CH3:20][N:21]=[C:22]=[S:23].[CH3:29][CH2:30][OH:31].[CH:25]([OH:26])([CH3:27])[CH3:28].[NH3:24]>>[C:3]1(=[O:19])[CH:4]([CH2:6][CH2:7][CH2:8][CH2:9][NH:10][C:11]([c:12]2[cH:13][cH:14][cH:15][cH:16][cH:17]2)=[O:18])[NH:5][C:22](=[S:23])[N:21]1[CH3:20]. Reactants: C1CCOC1, [Mg+]Cc1ccccc1, [Cl-], [Cl-], Cc1cc(C=O)c2c(N)c(C(N)=O)sc2n1, [NH4+]. Reaction SMILES: [CH2:28]1[O:29][CH2:30][CH2:31][CH2:32]1.[CH2:2]([c:3]1[cH:4][cH:5][cH:6][cH:7][cH:8]1)[Mg+:9].[Cl-:1].[Cl-:26].[NH2:10][c:11]1[c:12]([C:23](=[O:24])[NH2:25])[s:13][c:14]2[n:15][c:16]([CH3:22])[cH:17][c:18]([CH:20]=[O:21])[c:19]12.[NH4+:27]>>[CH2:2]([c:3]1[cH:4][cH:5][cH:6][cH:7][cH:8]1)[CH:20]([c:18]1[cH:17][c:16]([CH3:22])[n:15][c:14]2[s:13][c:12]([C:23](=[O:24])[NH2:25])[c:11]([NH2:10])[c:19]21)[OH:21]. The product is Cc1cc(C(O)Cc2ccccc2)c2c(N)c(C(N)=O)sc2n1. The reactants are NC1=C(C(=O)O)C=CC(=C1)C#N (2-amino-4Cyanobenzoic acid), C(=O)([O-])[O-].[Na+].[Na+] (Na2CO3). Run in OS(=O)(=O)O (H2SO4). Reaction conditions: temperature 45 celsius. Product: NC1=C(C(=O)O)C=CC(=C1)C(N)=O (2-Amino-4-carbamylbenzoic acid). Isolated yield 89.0%. As a reaction SMILES: [NH2:1][C:2]1[CH:10]=[C:9]([C:11]#[N:12])[CH:8]=[CH:7][C:3]=1[C:4]([OH:6])=[O:5].C([O-])([O-])=[O:14].[Na+].[Na+]>OS(O)(=O)=O>[NH2:1][C:2]1[CH:10]=[C:9]([C:11](=[O:14])[NH2:12])[CH:8]=[CH:7][C:3]=1[C:4]([OH:6])=[O:5] |f:1.2.3|. Procedure details: 2-amino-4Cyanobenzoic acid (3.01 g, 18.3 mmol), prepared by the method of Chan and Bruice, J. Am. Chem. Soc., 99: 6721 (1977), was dissolved in 60 mL of 97% H2SO4 and heated to 45° C. for 12 h. The mixture was added to ice, and saturated Na2CO3 solution was added to adjust the pH=3. The mixture was then filtered, and the yellow solid lyophilized to yield the title compound (2.94 g, 89%): mp 276°-278° C. 1H NMR (300 MHz, DMSO-d6) δ 8.72 (br s, 3H), 7.90 (br s, 1H), 7.71 (d, 1H), 7.37 (br s, 1H), ... Starting materials: ClCCl, CCN(C(C)C)C(C)C, Cc1nc(-c2ccn(CCc3ccc(F)cc3)n2)sc1C(=O)O, NCCc1cccnc1. Product: Cc1nc(-c2ccn(CCc3ccc(F)cc3)n2)sc1C(=O)NCCc1cccnc1. As a reaction SMILES: [CH2:42]([Cl:43])[Cl:44].[CH:33]([N:34]([CH2:35][CH3:36])[CH:37]([CH3:38])[CH3:39])([CH3:40])[CH3:41].[F:1][c:2]1[cH:3][cH:4][c:5]([CH2:8][CH2:9][n:10]2[n:11][c:12](-[c:15]3[s:16][c:17]([C:21](=[O:22])[OH:23])[c:18]([CH3:20])[n:19]3)[cH:13][cH:14]2)[cH:6][cH:7]1.[n:24]1[cH:25][c:26]([CH2:30][CH2:31][NH2:32])[cH:27][cH:28][cH:29]1>>[F:1][c:2]1[cH:3][cH:4][c:5]([CH2:8][CH2:9][n:10]2[n:11][c:12](-[c:15]3[s:16][c:17]([C:21](=[O:23])[NH:32][CH2:31][CH2:30][c:26]4[cH:25][n:24][cH:29][cH:28][cH:27]4)[c:18]([CH3:20])[n:19]3)[cH:13][cH:14]2)[cH:6][cH:7]1. The reactants are [N+](=O)([O-])C1=C(C(=O)Cl)C=CC=C1 (2-nitrobenzoyl chloride), COC1=CC=C(C=C1)[C@@H]1SC2=C(N(C([C@@H]1O)=O)CCN(C)C)C=CC=C2 ((±)-cis-2-(4-methoxyphenyl)-3-hydroxy-5-[2-(dimethylamino)ethyl]-2,3-dihydro-1,5-benzothiazepin-4(5H)-one), ice water. The solvent is N1=CC=CC=C1 (pyridine). Run at time 2 hour. Product: COC1=CC=C(C=C1)[C@@H]1SC2=C(N(C([C@@H]1OC(C1=C(C=CC=C1)[N+](=O)[O-])=O)=O)CCN(C)C)C=CC=C2 ((±)-cis-2-(4-methoxyphenyl)-3-(2-nitrobenzoyloxy)-5-[2-(dimethylamino)ethyl]-2,3-dihydro-1,5-benzothiazepin-4(5H)-one). The yield is 83.9%. RXN SMILES: [CH3:1][O:2][C:3]1[CH:8]=[CH:7][C:6]([C@H:9]2[C@@H:15]([OH:16])[C:14](=[O:17])[N:13]([CH2:18][CH2:19][N:20]([CH3:22])[CH3:21])[C:12]3[CH:23]=[CH:24][CH:25]=[CH:26][C:11]=3[S:10]2)=[CH:5][CH:4]=1.[N+:27]([C:30]1[CH:38]=[CH:37][CH:36]=[CH:35][C:31]=1[C:32](Cl)=[O:33])([O-:29])=[O:28]>N1C=CC=CC=1>[CH3:1][O:2][C:3]1[CH:4]=[CH:5][C:6]([C@H:9]2[C@@H:15]([O:16][C:32](=[O:33])[C:31]3[CH:35]=[CH:36][CH:37]=[CH:38][C:30]=3[N+:27]([O-:29])=[O:28])[C:14](=[O:17])[N:13]([CH2:18][CH2:19][N:20]([CH3:22])[CH3:21])[C:12]3[CH:23]=[CH:24][CH:25]=[CH:26][C:11]=3[S:10]2)=[CH:7][CH:8]=1. Reported procedure: 1.2 g of (±)-cis-2-(4-methoxyphenyl)-3-hydroxy-5-[2-(dimethylamino)ethyl]-2,3-dihydro-1,5-benzothiazepin-4(5H)-one are dissolved in 10 ml of pyridine, and 0.66 g of 2-nitrobenzoyl chloride is added thereto. The mixture is stirred at room temperature for 2 hours. After the reaction, the mixture is poured into ice-water. The crystalline precipitates are collected by filtration and then recrystallized from a mixture of ethyl acetate and n-hexane. 1.41 g of (±)-cis-2-(4-methoxyphenyl)-3-(2-nitrobenz...